This data is from the Open Reaction Database (ORD), a public repository of structured organic reaction records. The task is: describe an organic reaction: reactants, conditions, products, and yield The reactants are mixture, [H][H] (hydrogen), C12(CC3CC(CC(C1)C3)C2)C2=CC=C(OCC=CC(=O)O)C=C2 (4-[4-(1-adamantyl)-phenoxy]-2-butenoic acid), C12(CC3CC(CC(C1)C3)C2)C2=CC=C(OC=CCC(=O)O)C=C2 (4-[4-(1-adamantyl)-phenoxy]-3-butenoic acid). The reagents and catalysts are [Pd] (palladium). The solvent is CO (methanol). Run at time 24 hour. Product: C12(CC3CC(CC(C1)C3)C2)C2=CC=C(OCCCC(=O)O)C=C2 (4-[4-(1-adamantyl)-phenoxy]butyric acid). RXN SMILES: [C:1]12([C:11]3[CH:23]=[CH:22][C:14]([O:15][CH2:16][CH:17]=[CH:18][C:19]([OH:21])=[O:20])=[CH:13][CH:12]=3)[CH2:10][CH:5]3[CH2:6][CH:7]([CH2:9][CH:3]([CH2:4]3)[CH2:2]1)[CH2:8]2.C12(C3C=CC(OC=CCC(O)=O)=CC=3)CC3CC(CC(C3)C1)C2.[H][H]>[Pd].CO>[C:1]12([C:11]3[CH:12]=[CH:13][C:14]([O:15][CH2:16][CH2:17][CH2:18][C:19]([OH:21])=[O:20])=[CH:22][CH:23]=3)[CH2:8][CH:7]3[CH2:9][CH:3]([CH2:4][CH:5]([CH2:6]3)[CH2:10]1)[CH2:2]2. Procedure: A solution of 0.9 g of the mixture of 4-[4-(1-adamantyl)-phenoxy]-2-butenoic acid and 4-[4-(1-adamantyl)-phenoxy]-3-butenoic acid is 30 ml of absolute methanol is hydrogenated with 0.3 g of palladium (5% strength on charcoal) until 1 equivalent of hydrogen has been taken up (normal pressure, about 25° C). The catalyst is then filtered off, and the filtrate is mixed with 10 ml of 2 N sodium hydroxide solution and left to stand for 24 hours at about 25° C. It is then evaporated in vacuo to half it... Starting materials: CCOC(=O)COc1c(C(=O)OC)sc(-c2ccc(OC)c(C=O)c2)c1Br, Nc1ccccc1. Product: CCOC(=O)COc1c(C(=O)OC)sc(-c2ccc(OC)c(CNc3ccccc3)c2)c1Br. As a reaction SMILES: [CH3:1][O:2][C:3](=[O:4])[c:5]1[s:6][c:7](-[c:18]2[cH:19][c:20]([CH:26]=[O:27])[c:21]([O:24][CH3:25])[cH:22][cH:23]2)[c:8]([Br:17])[c:9]1[O:10][CH2:11][C:12](=[O:13])[O:14][CH2:15][CH3:16].[NH2:28][c:29]1[cH:30][cH:31][cH:32][cH:33][cH:34]1>>[CH3:1][O:2][C:3](=[O:4])[c:5]1[s:6][c:7](-[c:18]2[cH:19][c:20]([CH2:26][NH:28][c:29]3[cH:30][cH:31][cH:32][cH:33][cH:34]3)[c:21]([O:24][CH3:25])[cH:22][cH:23]2)[c:8]([Br:17])[c:9]1[O:10][CH2:11][C:12](=[O:13])[O:14][CH2:15][CH3:16]. The reactants are O=C([O-])[O-], CC#N, O=C(NCC1(O)CCCCCC1)c1c(Cl)ccc2nc(Cl)ccc12, [K+], [K+], NC1CCNC1, O. Product: NC1CCN(c2ccc3c(C(=O)NCC4(O)CCCCCC4)c(Cl)ccc3n2)C1. As a reaction SMILES: [C:34](=[O:35])([O-:36])[O-:37].[CH3:7][C:8]#[N:9].[Cl:10][c:11]1[n:12][c:13]2[cH:14][cH:15][c:16]([Cl:33])[c:17]([C:21](=[O:22])[NH:23][CH2:24][C:25]3([OH:32])[CH2:26][CH2:27][CH2:28][CH2:29][CH2:30][CH2:31]3)[c:18]2[cH:19][cH:20]1.[K+:38].[K+:39].[NH2:1][CH:2]1[CH2:3][NH:4][CH2:5][CH2:6]1.[OH2:40]>>[NH2:1][CH:2]1[CH2:3][N:4]([c:11]2[n:12][c:13]3[cH:14][cH:15][c:16]([Cl:33])[c:17]([C:21](=[O:22])[NH:23][CH2:24][C:25]4([OH:32])[CH2:26][CH2:27][CH2:28][CH2:29][CH2:30][CH2:31]4)[c:18]3[cH:19][cH:20]2)[CH2:5][CH2:6]1. Starting materials: S1C=C(C2=C1C=CC=C2)CN2C(C(N=C(C1=C2C=CC=C1)C1=C(C=CC=C1)F)N1C(C=2C(C1=O)=CC=CC2)=O)=O ((3RS)-1-(benzothiophen-3-yl)methyl-2,3-dihydro-5-(2-fluorophenyl)-3-phtalimido-1H-1,4-benzodiazepin-2-one), O.NN (hydrazine monohydrate). The solvent is O1CCCC1 (tetrahydrofuran). Yields the product NC1C(N(C2=C(C(=N1)C1=C(C=CC=C1)F)C=CC=C2)CC2=CSC1=C2C=CC=C1)=O ((3RS)-3-amino-1-(benzothiophen-3-yl)methyl-2,3-dihydro-5-(2-fluorophenyl)-1H-1,4-benzodiazepin-2-one). As a reaction SMILES: [S:1]1[C:5]2[CH:6]=[CH:7][CH:8]=[CH:9][C:4]=2[C:3]([CH2:10][N:11]2[C:17]3[CH:18]=[CH:19][CH:20]=[CH:21][C:16]=3[C:15]([C:22]3[CH:27]=[CH:26][CH:25]=[CH:24][C:23]=3[F:28])=[N:14][CH:13]([N:29]3C(=O)C4=CC=CC=C4C3=O)[C:12]2=[O:40])=[CH:2]1.O.NN>O1CCCC1>[NH2:29][CH:13]1[N:14]=[C:15]([C:22]2[CH:27]=[CH:26][CH:25]=[CH:24][C:23]=2[F:28])[C:16]2[CH:21]=[CH:20][CH:19]=[CH:18][C:17]=2[N:11]([CH2:10][C:3]2[C:4]3[CH:9]=[CH:8][CH:7]=[CH:6][C:5]=3[S:1][CH:2]=2)[C:12]1=[O:40] |f:1.2|. Reported procedure: To a solution of (3RS)-1-(benzothiophen-3-yl)methyl-2,3-dihydro-5-(2-fluorophenyl)-3-phtalimido-1H-1,4-benzodiazepin-2-one (0.980 g) in tetrahydrofuran (10 ml) was added dropwise hydrazine monohydrate (0.109 g) under stirring at ambient temperature. The mixture was stirred for 1 hour at the same temperature and refluxed under stirring for 2 hours. The reaction mixture was allowed to stand to ambient temperature. The resultant precipitates were filtered off and washed with tetrahydrofuran. The fi... Reactants: CC(C)(C)[Si](C)(C)Cl, CN(C)C=O, CC(CO)NC(=O)c1csc(N2CC(O)C2)n1, c1c[nH]cn1. Yields the product CC(CO[Si](C)(C)C(C)(C)C)NC(=O)c1csc(N2CC(O)C2)n1. RXN SMILES: [C:18]([CH3:19])([CH3:20])([CH3:21])[Si:22]([CH3:23])([CH3:24])[Cl:25].[CH3:31][N:32]([CH3:33])[CH:34]=[O:35].[OH:1][CH:2]1[CH2:3][N:4]([c:6]2[s:7][cH:8][c:9]([C:11]([NH:12][CH:13]([CH2:14][OH:15])[CH3:16])=[O:17])[n:10]2)[CH2:5]1.[nH:26]1[cH:27][cH:28][n:29][cH:30]1>>[OH:1][CH:2]1[CH2:3][N:4]([c:6]2[s:7][cH:8][c:9]([C:11]([NH:12][CH:13]([CH2:14][O:15][Si:22]([C:18]([CH3:19])([CH3:20])[CH3:21])([CH3:23])[CH3:24])[CH3:16])=[O:17])[n:10]2)[CH2:5]1. Reactants: O=C([O-])C(=O)[O-], C1CCOC1, CCCc1ccc(C2(C)CO2)cn1, CN1CCc2[nH]c3ccc(Cl)cc3c2C1, [H-], [Na+], CN(C)C=O, O=C(O)C(=O)O. Product: CCCc1ccc(C(C)(O)Cn2c3c(c4cc(Cl)ccc42)CN(C)CC3)cn1. RXN SMILES: [C:31]([O-:32])(=[O:33])[C:34]([O-:35])=[O:36].[CH2:48]1[O:49][CH2:50][CH2:51][CH2:52]1.[CH3:18][C:19]1([c:22]2[cH:23][cH:24][c:25]([CH2:28][CH2:29][CH3:30])[n:26][cH:27]2)[O:20][CH2:21]1.[Cl:3][c:4]1[cH:5][c:6]2[c:7]3[c:8]([nH:9][c:10]2[cH:11][cH:12]1)[CH2:13][CH2:14][N:15]([CH3:17])[CH2:16]3.[H-:1].[Na+:2].[O:43]=[CH:44][N:45]([CH3:46])[CH3:47].[OH:37][C:38]([C:39](=[O:40])[OH:41])=[O:42]>>[Cl:3][c:4]1[cH:5][c:6]2[c:7]3[c:8]([n:9]([CH2:21][C:19]([CH3:18])([OH:20])[c:22]4[cH:23][cH:24][c:25]([CH2:28][CH2:29][CH3:30])[n:26][cH:27]4)[c:10]2[cH:11][cH:12]1)[CH2:13][CH2:14][N:15]([CH3:17])[CH2:16]3. Reactants: O=C([O-])[O-], CCI, Fc1ccc(S)cc1F, [K+], [K+], CN(C)C=O. Yields the product CCSc1ccc(F)c(F)c1. As a reaction SMILES: [C:13](=[O:14])([O-:15])[O-:16].[CH2:10]([CH3:11])[I:12].[F:1][c:2]1[cH:3][c:4]([SH:9])[cH:5][cH:6][c:7]1[F:8].[K+:17].[K+:18].[O:19]=[CH:20][N:21]([CH3:22])[CH3:23]>>[F:1][c:2]1[cH:3][c:4]([S:9][CH2:10][CH3:11])[cH:5][cH:6][c:7]1[F:8]. Starting materials: [BH4-], CN(CC(=O)C(Cc1cccnc1)NC(=O)c1ccccc1)C(=O)N1CCCC1C(=O)O, [Na+]. Yields the product CN(CC(O)C(Cc1cccnc1)NC(=O)c1ccccc1)C(=O)N1CCCC1C(=O)O. Reaction SMILES: [BH4-:33].[C:1]([c:2]1[cH:3][cH:4][cH:5][cH:6][cH:7]1)(=[O:8])[NH:9][CH:10]([C:11]([CH2:12][N:13]([C:14](=[O:15])[N:16]1[CH:17]([C:18](=[O:19])[OH:20])[CH2:21][CH2:22][CH2:23]1)[CH3:24])=[O:25])[CH2:26][c:27]1[cH:28][n:29][cH:30][cH:31][cH:32]1.[Na+:34]>>[C:1]([c:2]1[cH:3][cH:4][cH:5][cH:6][cH:7]1)(=[O:8])[NH:9][CH:10]([CH:11]([CH2:12][N:13]([C:14](=[O:15])[N:16]1[CH:17]([C:18](=[O:19])[OH:20])[CH2:21][CH2:22][CH2:23]1)[CH3:24])[OH:25])[CH2:26][c:27]1[cH:28][n:29][cH:30][cH:31][cH:32]1. Starting materials: C(C)(C)C=1SC=C(N1)C(=O)N1CCOC2(C1)CCN(CC2)CCC=2C=C(CCOCCC(=O)OC(C)(C)C)C=CC2 (tert-Butyl 3-(3-(2-(4-(2-isopropylthiazole-4-carbonyl)-1-oxa-4,9-diazaspiro[5.5]undecan-9-yl)ethyl)phenethoxy)propanoate), FC(C(=O)O)(F)F (trifluoroacetic acid). Solvent: ClCCl (dichloromethane). Reaction conditions: time 1 hour. Yields the product FC(C(=O)O)(F)F.C(C)(C)C=1SC=C(N1)C(=O)N1CCOC2(C1)CCN(CC2)CCC=2C=C(CCOCCC(=O)O)C=CC2 (3-(3-(2-(4-(2-Isopropylthiazole-4-carbonyl)-1-oxa-4,9-diazaspiro[5.5]undecan-9-yl)ethyl)phenethoxy)propanoic acid trifluoroacetate salt). Reaction SMILES: [CH:1]([C:4]1[S:5][CH:6]=[C:7]([C:9]([N:11]2[CH2:16][C:15]3([CH2:21][CH2:20][N:19]([CH2:22][CH2:23][C:24]4[CH:25]=[C:26]([CH:39]=[CH:40][CH:41]=4)[CH2:27][CH2:28][O:29][CH2:30][CH2:31][C:32]([O:34]C(C)(C)C)=[O:33])[CH2:18][CH2:17]3)[O:14][CH2:13][CH2:12]2)=[O:10])[N:8]=1)([CH3:3])[CH3:2].[F:42][C:43]([F:48])([F:47])[C:44]([OH:46])=[O:45]>ClCCl>[F:42][C:43]([F:48])([F:47])[C:44]([OH:46])=[O:45].[CH:1]([C:4]1[S:5][CH:6]=[C:7]([C:9]([N:11]2[CH2:16][C:15]3([CH2:17][CH2:18][N:19]([CH2:22][CH2:23][C:24]4[CH:25]=[C:26]([CH:39]=[CH:40][CH:41]=4)[CH2:27][CH2:28][O:29][CH2:30][CH2:31][C:32]([OH:34])=[O:33])[CH2:20][CH2:21]3)[O:14][CH2:13][CH2:12]2)=[O:10])[N:8]=1)([CH3:3])[CH3:2] |f:3.4|. Procedure: tert-Butyl 3-(3-(2-(4-(2-isopropylthiazole-4-carbonyl)-1-oxa-4,9-diazaspiro[5.5]undecan-9-yl)ethyl)phenethoxy)propanoate [Example 34a, step b] (13.2 g) was stirred in dichloromethane (150 mL) and trifluoroacetic acid (50 mL) was added. The solution was stirred for 1 hour. The solvents were evaporated under reduced pressure and the residue dissolved in acetonitrile and the solution evaporated under reduced pressure to afford the subtitled compound. Yield 14.4 g.